This data is from the Open Reaction Database (ORD), a public repository of structured organic reaction records. The task is: describe an organic reaction: reactants, conditions, products, and yield Reported procedure: The titled compound was prepared by an identical procedure to N-[5-(3-fluoro-4-methanesulfonyl-phenyl)-4-methyl-thiazol-2-yl]-acetamide (Example 64) replacing 3,4-difluorobenzaldehyde in this procedure with 2-fluoro-5-formylbenzonitrile. Yields the product C(#N)C=1C=C(C=CC1S(=O)(=O)C)C1=C(N=C(S1)NC(C)=O)C (N-[5-(3-Cyano-4-methanesulfonyl-phenyl)-4-methyl-thiazol-2-yl]-acetamide). RXN SMILES: F[C:2]1[CH:3]=[C:4]([C:12]2[S:16][C:15]([NH:17][C:18](=[O:20])[CH3:19])=[N:14][C:13]=2[CH3:21])[CH:5]=[CH:6][C:7]=1[S:8]([CH3:11])(=[O:10])=[O:9].FC1C=CC(C=O)=CC=1[C:25]#[N:26]>>[C:25]([C:2]1[CH:3]=[C:4]([C:12]2[S:16][C:15]([NH:17][C:18](=[O:20])[CH3:19])=[N:14][C:13]=2[CH3:21])[CH:5]=[CH:6][C:7]=1[S:8]([CH3:11])(=[O:10])=[O:9])#[N:26]. The reactants are FC=1C=C(C=CC1S(=O)(=O)C)C1=C(N=C(S1)NC(C)=O)C (N-[5-(3-Fluoro-4-methanesulfonyl-phenyl)-4-methyl-thiazol-2-yl]-acetamide), FC1=C(C#N)C=C(C=C1)C=O (2-fluoro-5-formylbenzonitrile). The reactants are O=C(O)c1cc2c(OCc3coc4ccc(Cl)cc34)cccc2[nH]1, Nc1ccc(CCO)cc1. The product is O=C(Nc1ccc(CCO)cc1)c1cc2c(OCc3coc4ccc(Cl)cc34)cccc2[nH]1. Reaction SMILES: [Cl:1][c:2]1[cH:3][cH:4][c:5]2[c:6]([c:7]([CH2:10][O:11][c:12]3[c:13]4[cH:14][c:15]([C:21](=[O:22])[OH:23])[nH:16][c:17]4[cH:18][cH:19][cH:20]3)[cH:8][o:9]2)[cH:24]1.[NH2:25][c:26]1[cH:27][cH:28][c:29]([CH2:32][CH2:33][OH:34])[cH:30][cH:31]1>>[Cl:1][c:2]1[cH:3][cH:4][c:5]2[c:6]([c:7]([CH2:10][O:11][c:12]3[c:13]4[cH:14][c:15]([C:21](=[O:22])[NH:25][c:26]5[cH:27][cH:28][c:29]([CH2:32][CH2:33][OH:34])[cH:30][cH:31]5)[nH:16][c:17]4[cH:18][cH:19][cH:20]3)[cH:8][o:9]2)[cH:24]1. Starting materials: C(C)(C)(C)OC(=O)NCC1=C(C=CC=C1)C1=CC=C(C=C1)CO (2'-[(t-butoxycarbonylamino)methyl]-1,1'-biphenyl-4-methanol), methanesulfonate ester, methanesulfonate ester, C(C1=CC=CC=C1)OC(=O)NC(C(=O)N[C@H]1C(NC2=C(CC1)C=CC=C2)=O)(C)C (2-benzyloxycarbonylamino-2-methyl- N-[2,3,4,5-tetrahydro-2-oxo-1H-benzazepin-3(R)-yl]propanamide), [Na] (sodium). Run in CN(C=O)C (dimethylformamide), CN(C=O)C (dimethylformamide). Run at time 15 minute. Yields the product C(C1=CC=CC=C1)OC(=O)NC(C(=O)N[C@H]1C(N(C2=C(CC1)C=CC=C2)CC2=CC=C(C=C2)C2=C(C=CC=C2)CNC(=O)OC(C)(C)C)=O)(C)C (2-Benzyloxycarbonylamino-2-methyl- N-[2,3,4,5-tetrahydro-2-oxo-1-[[2'-[(t-butoxycarbonylamino)methyl][1,1'-biphenyl]-4-yl]methyl]-1H-benzazepin-3(R)-yl]propanamide). Isolated yield 83.9%. RXN SMILES: [CH2:1]([O:8][C:9]([NH:11][C:12]([CH3:29])([CH3:28])[C:13]([NH:15][C@@H:16]1[CH2:22][CH2:21][C:20]2[CH:23]=[CH:24][CH:25]=[CH:26][C:19]=2[NH:18][C:17]1=[O:27])=[O:14])=[O:10])[C:2]1[CH:7]=[CH:6][CH:5]=[CH:4][CH:3]=1.[Na].[C:31]([O:35][C:36]([NH:38][CH2:39][C:40]1[CH:45]=[CH:44][CH:43]=[CH:42][C:41]=1[C:46]1[CH:51]=[CH:50][C:49]([CH2:52]O)=[CH:48][CH:47]=1)=[O:37])([CH3:34])([CH3:33])[CH3:32]>CN(C)C=O>[CH2:1]([O:8][C:9]([NH:11][C:12]([CH3:29])([CH3:28])[C:13]([NH:15][C@@H:16]1[CH2:22][CH2:21][C:20]2[CH:23]=[CH:24][CH:25]=[CH:26][C:19]=2[N:18]([CH2:52][C:49]2[CH:48]=[CH:47][C:46]([C:41]3[CH:42]=[CH:43][CH:44]=[CH:45][C:40]=3[CH2:39][NH:38][C:36]([O:35][C:31]([CH3:34])([CH3:33])[CH3:32])=[O:37])=[CH:51][CH:50]=2)[C:17]1=[O:27])=[O:14])=[O:10])[C:2]1[CH:7]=[CH:6][CH:5]=[CH:4][CH:3]=1 |^1:29|. Procedure: To a solution of 819 mg (2.07 mmol) of 2-benzyloxycarbonylamino-2-methyl- N-[2,3,4,5-tetrahydro-2-oxo-1H-benzazepin-3(R)-yl]propanamide (Step A) in 7.0 mL of dry dimethylformamide under nitrogen at 0° C. was added 83 mg (2.1 mmol) of 60% sodium hydrideil dispersion. After stirring for 15 minutes, a solution of 810 mg (2.1 mmol) of 2'-[(t-butoxycarbonylamino)methyl]-1,1'-biphenyl-4-methanol, methanesulfonate ester (Step F) in 2.0 mL of dimethylformamide was added by cannula. The flask which origi... Reactants: BrC1=CC(=C(OC2=NC(=CC(=C2C)NC(CC)CC)C)C(=C1)C)C ([2-(4-bromo-2,6-dimethyl-phenoxy)-3,6-dimethyl-pyridin-4-yl]-(1-ethyl-propyl)-amine), N(S(=O)(=O)C1=CC=CC=C1)(S(=O)(=O)C1=CC=CC=C1)F ((PhSO2)2NF). Run in C1CCOC1 (THF). Run at temperature -78 celsius, time 10 minute. Product: C(C)C(CC)NC1=C(C(=NC(=C1)C)OC1=C(C=C(C=C1C)F)C)C ((1-Ethyl-propyl)-[2-(4-fluoro-2,6-dimethyl-phenoxy)-3,6-dimethyl-pyridin-4-yl]-amine). RXN SMILES: Br[C:2]1[CH:22]=[C:21]([CH3:23])[C:5]([O:6][C:7]2[C:12]([CH3:13])=[C:11]([NH:14][CH:15]([CH2:18][CH3:19])[CH2:16][CH3:17])[CH:10]=[C:9]([CH3:20])[N:8]=2)=[C:4]([CH3:24])[CH:3]=1.N([F:44])(S(C1C=CC=CC=1)(=O)=O)S(C1C=CC=CC=1)(=O)=O>C1COCC1>[CH2:16]([CH:15]([NH:14][C:11]1[CH:10]=[C:9]([CH3:20])[N:8]=[C:7]([O:6][C:5]2[C:21]([CH3:23])=[CH:22][C:2]([F:44])=[CH:3][C:4]=2[CH3:24])[C:12]=1[CH3:13])[CH2:18][CH3:19])[CH3:17]. Procedure: To a solution of [2-(4-bromo-2,6-dimethyl-phenoxy)-3,6-dimethyl-pyridin-4-yl]-(1-ethyl-propyl)-amine in dry THF was added n-butylitium at −78° C. After stirring at −78° C. for 10 min, (PhSO2)2NF was added and the resulting mixture was stirred at −78° C. for 30 min, the dry-ice bath was removed. After stirring for 5 min, the mixture was quenched with brine and extracted with ethyl acetate. The organic layer was separated, dried, and concentrated to dryness. The residue was purified through silica...